The task is: describe an organic reaction: reactants, conditions, products, and yield. This data is from the Open Reaction Database (ORD), a public repository of structured organic reaction records. Reactants: BrC1=CC=C(C=C1)Br (1,4-dibromobenzene), 15.1, CC1(C=C(C=C2C=C3C(C=C4C5=CC=CC=C5C5=CC=CC=C5C4=C3)=C12)B1OC(C(O1)(C)C)(C)C)C (2-(10,10-dimethyl-10H-indeno[1,2-b]triphenylen-12-yl)-4,4,5,5-teramethyl-1,3,2-dioxaborolane), C(=O)([O-])[O-].[Na+].[Na+] (Na2CO3), CCO (EtOH). The reagents and catalysts are C=1C=CC(=CC1)[P](C=2C=CC=CC2)(C=3C=CC=CC3)[Pd]([P](C=4C=CC=CC4)(C=5C=CC=CC5)C=6C=CC=CC6)([P](C=7C=CC=CC7)(C=8C=CC=CC8)C=9C=CC=CC9)[P](C=1C=CC=CC1)(C=1C=CC=CC1)C=1C=CC=CC1 (Tetrakis(triphenylphosphine)palladium). Run in C1(=CC=CC=C1)C (toluene), CO (MeOH). Conditions: temperature 90 celsius. Product: BrC1=CC=C(C=C1)C=1C=C2C=C3C=C4C=5C=CC=CC5C=5C=CC=CC5C4=CC3=C2C(C1)(C)C (12-(4-bromophenyl)-10,10-dimethyl-10H-indeno[2,1-b]triphenylene). Yield: 53.0%. RXN SMILES: Br[C:2]1[CH:7]=[CH:6][C:5]([Br:8])=[CH:4][CH:3]=1.[CH3:9][C:10]1([CH3:44])[C:34]2[C:14]([CH:15]=[C:16]3[CH:33]=[C:32]4[C:19]([C:20]5[C:25]([C:26]6[C:31]4=[CH:30][CH:29]=[CH:28][CH:27]=6)=[CH:24][CH:23]=[CH:22][CH:21]=5)=[CH:18][C:17]3=2)=[CH:13][C:12](B2OC(C)(C)C(C)(C)O2)=[CH:11]1.C([O-])([O-])=O.[Na+].[Na+].CCO>C1C=CC([P]([Pd]([P](C2C=CC=CC=2)(C2C=CC=CC=2)C2C=CC=CC=2)([P](C2C=CC=CC=2)(C2C=CC=CC=2)C2C=CC=CC=2)[P](C2C=CC=CC=2)(C2C=CC=CC=2)C2C=CC=CC=2)(C2C=CC=CC=2)C2C=CC=CC=2)=CC=1.CO.C1(C)C=CC=CC=1>[Br:8][C:5]1[CH:6]=[CH:7][C:2]([C:12]2[CH:13]=[C:14]3[C:34]([C:10]([CH3:44])([CH3:9])[CH:11]=2)=[C:17]2[C:16]([CH:33]=[C:32]4[C:19](=[CH:18]2)[C:20]2[CH:21]=[CH:22][CH:23]=[CH:24][C:25]=2[C:26]2[CH:27]=[CH:28][CH:29]=[CH:30][C:31]4=2)=[CH:15]3)=[CH:3][CH:4]=1 |f:2.3.4,^1:57,59,78,97|. Procedure details: A mixture of 6.6 g (28 mmol) of 1,4-dibromobenzene, 15.1 (32 mmol) of 2-(10,10-dimethyl-10H-indeno[1,2-b]triphenylen-12-yl)-4,4,5,5-teramethyl-1,3,2-dioxaborolane, 0.32 g (0.28 mmol) of Tetrakis(triphenylphosphine)palladium, 22 ml of 2M Na2CO3, 60 ml of EtOH and 130 ml toluene was degassed and placed under nitrogen, and then heated at 90° C. for 12 h. After finishing the reaction, the mixture was allowed to cool to room temperature. Than 500 ml MeOH was added, while stirring and the precipitated... Reactants: C(CCCCC)C=1C=C(C=CC1)C1=NC(=C(N1C)C(=O)N1CCC(CC1)N1CCCC1)I ([2-(3-Hexyl-phenyl)-5-iodo-3-methyl-3H-imidazol-4-yl]-(4-pyrrolidin-1-yl-piperidin-1-yl)-methanone), COCC#C (3-methoxy-propyne). Procedure: In analogy to the procedure described for example 12, [2-(3-hexyl-phenyl)-5-iodo-3-methyl-3H-imidazol-4-yl]-(4-pyrrolidin-1-yl-piperidin-1-yl)-methanone (example 2) was reacted with 3-methoxy-propyne to give the title compound as yellow oil. MS: 491.4 (MH+). The product is C(CCCCC)C=1C=C(C=CC1)C1=NC(=C(N1C)C(=O)N1CCC(CC1)N1CCCC1)C#CCOC ([2-(3-Hexyl-phenyl)-5-(3-methoxy-prop-1-ynyl)-3-methyl-3H-imidazol-4-yl]-(4-pyrrolidin-1-yl-piperidin-1-yl)-methanone). As a reaction SMILES: [CH2:1]([C:7]1[CH:8]=[C:9]([C:13]2[N:17]([CH3:18])[C:16]([C:19]([N:21]3[CH2:26][CH2:25][CH:24]([N:27]4[CH2:31][CH2:30][CH2:29][CH2:28]4)[CH2:23][CH2:22]3)=[O:20])=[C:15](I)[N:14]=2)[CH:10]=[CH:11][CH:12]=1)[CH2:2][CH2:3][CH2:4][CH2:5][CH3:6].[CH3:33][O:34][CH2:35][C:36]#[CH:37]>>[CH2:1]([C:7]1[CH:8]=[C:9]([C:13]2[N:17]([CH3:18])[C:16]([C:19]([N:21]3[CH2:26][CH2:25][CH:24]([N:27]4[CH2:31][CH2:30][CH2:29][CH2:28]4)[CH2:23][CH2:22]3)=[O:20])=[C:15]([C:37]#[C:36][CH2:35][O:34][CH3:33])[N:14]=2)[CH:10]=[CH:11][CH:12]=1)[CH2:2][CH2:3][CH2:4][CH2:5][CH3:6]. The reactants are ClC=1C=C2N=C(C(=NC2=CC1Cl)C(C)C)SC=1SC(=NN1)C (6,7-dichloro-2-isopropyl-3-(5-methyl-1,3,4-thiadiazol-2-ylsulfanyl)quinoxaline), C1=CC(=CC(=C1)Cl)C(=O)OO (mCPBA). The solvent is ClCCl (dichloromethane). Conditions: time 8.5 hour. Yields the product ClC=1C=C2N=C(C(=NC2=CC1Cl)C(C)C)S(=O)C=1SC(=NN1)C (6,7-Dichloro-2-isopropyl-3-(5-methyl-1,3,4-thiadiazol-2-ylsulfinyl)quinoxaline). RXN SMILES: [Cl:1][C:2]1[CH:3]=[C:4]2[C:9](=[CH:10][C:11]=1[Cl:12])[N:8]=[C:7]([CH:13]([CH3:15])[CH3:14])[C:6]([S:16][C:17]1[S:18][C:19]([CH3:22])=[N:20][N:21]=1)=[N:5]2.C1C=C(Cl)C=C(C(OO)=[O:31])C=1>ClCCl>[Cl:1][C:2]1[CH:3]=[C:4]2[C:9](=[CH:10][C:11]=1[Cl:12])[N:8]=[C:7]([CH:13]([CH3:14])[CH3:15])[C:6]([S:16]([C:17]1[S:18][C:19]([CH3:22])=[N:20][N:21]=1)=[O:31])=[N:5]2. Reported procedure: A solution of 6,7-dichloro-2-isopropyl-3-(5-methyl-1,3,4-thiadiazol-2-ylsulfanyl)quinoxaline (168 mg, 0.45 mmol) prepared as described in example 1 in dichloromethane (6 ml) was stirred in a dry ice/acetone bath at −78° C. while mCPBA (142 mg, 0.45 mmol) was added. After 8.5 hours, the reaction was quenched by addition of a saturated solution of sodium bi-carbonate. The layers were separated and the aqueous layer was extracted twice with chloroform. Evaporation of the solvent yielded a pale yell... Reactants: CC(C)=O, O=S(=O)(O)Cl, [NH4+], [OH-], O, O=C(Cc1ccccc1)c1ccccc1. The product is NS(=O)(=O)c1ccc(CC(=O)c2ccccc2)cc1. As a reaction SMILES: [CH3:24][C:25](=[O:26])[CH3:27].[Cl:1][S:2](=[O:3])(=[O:4])[OH:5].[NH4+:23].[OH-:22].[OH2:21].[c:6]1([C:12](=[O:13])[CH2:14][c:15]2[cH:16][cH:17][cH:18][cH:19][cH:20]2)[cH:7][cH:8][cH:9][cH:10][cH:11]1>>[S:2](=[O:3])(=[O:5])([c:18]1[cH:17][cH:16][c:15]([CH2:14][C:12]([c:6]2[cH:7][cH:8][cH:9][cH:10][cH:11]2)=[O:13])[cH:20][cH:19]1)[NH2:23]. Reactants: esters, OC(C(C#N)C1=CC=CC=C1)C (3-hydroxy-2-phenylbutanenitrile), ester, OC(C(C#N)C1=CC=CC=C1)C (3-hydroxy-2-phenylbutanenitrile), OCCC#N (3-hydroxypropanenitrile). Product: C(C)(=O)OC(C(C#N)C1=CC=CC=C1)C (3-acetoxy-2-phenylbutanenitrile). Yield: 93.0%. Reaction SMILES: [OH:1][CH:2]([CH3:12])[CH:3]([C:6]1[CH:11]=[CH:10][CH:9]=[CH:8][CH:7]=1)[C:4]#[N:5].[OH:13][CH2:14][CH2:15]C#N>>[C:14]([O:1][CH:2]([CH3:12])[CH:3]([C:6]1[CH:11]=[CH:10][CH:9]=[CH:8][CH:7]=1)[C:4]#[N:5])(=[O:13])[CH3:15]. Procedure details: This mixture of esters was prepared using the procedure described in Example 5, except 3-hydroxy-2-phenylbutanenitrile was used in place of 2-(2-chloro-5-difluoromethoxy)phenyl)-3-hydroxypropanenitrile. The preparation of 3-hydroxy-2-phenylbutanenitrile is shown in Example 17. The recovered ester product was a colorless oil (93% yield) as a mixture of diastereoisomers (Esters 9A and 9B), separated by chromatography into two pairs, Rf 0.40 and 0.32 (silica gel, EtOAc:hexane=1:4). Starting materials: CS(=O)(=O)Cl, ClCCCl, C#Cc1cccc(Nc2ncnc3ccc(N)cc23)c1, c1ccncc1. The product is C#Cc1cccc(Nc2ncnc3ccc(NS(C)(=O)=O)cc23)c1. RXN SMILES: [CH3:27][S:28]([Cl:29])(=[O:30])=[O:31].[Cl:32][CH2:33][CH2:34][Cl:35].[NH2:1][c:2]1[cH:3][c:4]2[c:5]([NH:12][c:13]3[cH:14][c:15]([C:19]#[CH:20])[cH:16][cH:17][cH:18]3)[n:6][cH:7][n:8][c:9]2[cH:10][cH:11]1.[cH:21]1[cH:22][cH:23][n:24][cH:25][cH:26]1>>[NH:1]([c:2]1[cH:3][c:4]2[c:5]([NH:12][c:13]3[cH:14][c:15]([C:19]#[CH:20])[cH:16][cH:17][cH:18]3)[n:6][cH:7][n:8][c:9]2[cH:10][cH:11]1)[S:28]([CH3:27])(=[O:30])=[O:31].